Task: describe an organic reaction: reactants, conditions, products, and yield. Dataset: the Open Reaction Database (ORD), a public repository of structured organic reaction records Reactants: CCCCCCCCCCCCOc1c(C2CCCC2)cccc1C(SCCC(=O)[O-])C(O)CO, [CH3]. The product is CCCCCCCCCCCCOc1c(C2CCCC2)cccc1C1OC1CO. Reaction SMILES: [CH2:2]([CH2:3][CH2:4][CH2:5][CH2:6][CH2:7][CH2:8][CH2:9][CH2:10][CH2:11][CH2:12][CH3:13])[O:14][c:15]1[c:16]([CH:26]([S:27][CH2:28][CH2:29][C:30]([O-:31])=[O:32])[CH:33]([CH2:34][OH:35])[OH:36])[cH:17][cH:18][cH:19][c:20]1[CH:21]1[CH2:22][CH2:23][CH2:24][CH2:25]1.[CH3:1]>>[CH2:2]([CH2:3][CH2:4][CH2:5][CH2:6][CH2:7][CH2:8][CH2:9][CH2:10][CH2:11][CH2:12][CH3:13])[O:14][c:15]1[c:16]([CH:26]2[CH:33]([CH2:34][OH:35])[O:36]2)[cH:17][cH:18][cH:19][c:20]1[CH:21]1[CH2:22][CH2:23][CH2:24][CH2:25]1. Product: CCCc1ccccc1NC(=O)CC1CCN(C(=O)N2C(c3cnc(C(C)(C)C)cc3OCC)=NC(C)(c3ccc(Cl)cc3)C2(C)c2ccc(Cl)cc2)CC1. As a reaction SMILES: [C:1]([CH3:2])([CH3:3])([CH3:4])[c:5]1[cH:6][c:7]([O:44][CH2:45][CH3:46])[c:8]([C:11]2=[N:15][C:14]([CH3:16])([c:17]3[cH:18][cH:19][c:20]([Cl:23])[cH:21][cH:22]3)[C:13]([CH3:24])([c:25]3[cH:26][cH:27][c:28]([Cl:31])[cH:29][cH:30]3)[N:12]2[C:32](=[O:33])[N:34]2[CH2:35][CH2:36][CH:37]([CH2:40][C:41](=[O:42])[OH:43])[CH2:38][CH2:39]2)[cH:9][n:10]1.[CH2:47]([CH2:48][CH3:49])[c:50]1[c:51]([NH2:52])[cH:53][cH:54][cH:55][cH:56]1>>[C:1]([CH3:2])([CH3:3])([CH3:4])[c:5]1[cH:6][c:7]([O:44][CH2:45][CH3:46])[c:8]([C:11]2=[N:15][C:14]([CH3:16])([c:17]3[cH:18][cH:19][c:20]([Cl:23])[cH:21][cH:22]3)[C:13]([CH3:24])([c:25]3[cH:26][cH:27][c:28]([Cl:31])[cH:29][cH:30]3)[N:12]2[C:32](=[O:33])[N:34]2[CH2:35][CH2:36][CH:37]([CH2:40][C:41](=[O:42])[NH:52][c:51]3[c:50]([CH2:47][CH2:48][CH3:49])[cH:56][cH:55][cH:54][cH:53]3)[CH2:38][CH2:39]2)[cH:9][n:10]1. The reactants are CCOc1cc(C(C)(C)C)ncc1C1=NC(C)(c2ccc(Cl)cc2)C(C)(c2ccc(Cl)cc2)N1C(=O)N1CCC(CC(=O)O)CC1, CCCc1ccccc1N. Reactants: NN1CCCC1 (aminopyrrolidine), CC1=CC(NC2=CC=C(C=C12)OC(F)(F)F)=O (4-methyl-6-(trifluoromethoxy)quinoline-2(1H)-one), P(=O)(Cl)(Cl)Cl (phosphorus oxychloride). Solvent: O (water). Run at temperature 105 celsius, time 2.5 hour. Product: ClC1=NC2=CC=C(C=C2C(=C1)C)OC(F)(F)F (2-chloro-4-methyl-6-trifluoromethoxyquinoline). Reaction SMILES: NN1CCCC1.[CH3:7][C:8]1[C:17]2[C:12](=[CH:13][CH:14]=[C:15]([O:18][C:19]([F:22])([F:21])[F:20])[CH:16]=2)[NH:11][C:10](=O)[CH:9]=1.P(Cl)(Cl)([Cl:26])=O>O>[Cl:26][C:10]1[CH:9]=[C:8]([CH3:7])[C:17]2[C:12](=[CH:13][CH:14]=[C:15]([O:18][C:19]([F:22])([F:21])[F:20])[CH:16]=2)[N:11]=1. Reported procedure: 4-(Trifluoromethoxy)aniline (10 mL) was added dropwise to ethyl acetoacetate (44 mL) at 160° C., and the mixture was stirred at the same temperature for 1 h. The mixture was left stand for cooling to room temperature and crystallized with hexane to obtain 3-oxo-N-(4-(trifluoromethoxy)phenyl)butane amide (6.5 g). (2) To concentrated sulfuric acid (32.5 mL) was added 3-oxo-N-(4-(trifluoromethoxy)phenyl)butane amide (6.5 g), and the mixture was stirred at 95° C. for 3 h. The reaction solution was a... Starting materials: C(Cl)(Cl)Cl (chloroform), O (water), S(=O)(Cl)Cl (Thionyl chloride), ClC1=C(C=C(C=C1)SC1=C(CO)C=CC(=C1)OC)OC (2-(4-chloro-3-methoxyphenylthio)-4-methoxybenzyl alcohol). The solvent is N1=CC=CC=C1 (pyridine), C1=CC=CC=C1 (benzene). Run at time 48 hour. Yields the product ClC1=C(C=C(C=C1)SC1=C(CCl)C=CC(=C1)OC)OC (2-(4-chloro-3-methoxyphenylthio)-4-methoxybenzyl chloride). As a reaction SMILES: S(Cl)(Cl)=O.[Cl:5][C:6]1[CH:11]=[CH:10][C:9]([S:12][C:13]2[CH:20]=[C:19]([O:21][CH3:22])[CH:18]=[CH:17][C:14]=2[CH2:15]O)=[CH:8][C:7]=1[O:23][CH3:24].C(Cl)(Cl)[Cl:26].O>N1C=CC=CC=1.C1C=CC=CC=1>[Cl:5][C:6]1[CH:11]=[CH:10][C:9]([S:12][C:13]2[CH:20]=[C:19]([O:21][CH3:22])[CH:18]=[CH:17][C:14]=2[CH2:15][Cl:26])=[CH:8][C:7]=1[O:23][CH3:24]. Reported procedure: Thionyl chloride (40.5 g) is added dropwise at 10°-20° C. to a stirred solution of the alcohol from the preceding experiment (91 g) in pyridine (30 ml) and chloroform (30 ml) in the course of 1 hour. The mixture is stirred at room temperature for an additional hour, set aside for 48 hours, heated to 40° C. for 2 hours and decomposed with water. The product is isolated by extraction with benzene. The extract affords 86 g of crude oily 2-(4-chloro-3-methoxyphenylthio)-4-methoxybenzyl chloride whic... Reactants: CN(C)C=O, CCOC(=O)c1cc2c(Cl)cc(O)cc2n1C, O=[N+]([O-])c1ccc(F)cc1, [H-], [Na+]. Yields the product CCOC(=O)c1cc2c(Cl)cc(Oc3ccc([N+](=O)[O-])cc3)cc2n1C. As a reaction SMILES: [CH3:30][N:31]([CH3:32])[CH:33]=[O:34].[Cl:1][c:2]1[c:3]2[cH:4][c:5]([C:13](=[O:14])[O:15][CH2:16][CH3:17])[n:6]([CH3:12])[c:7]2[cH:8][c:9]([OH:11])[cH:10]1.[F:20][c:21]1[cH:22][cH:23][c:24]([N+:27](=[O:28])[O-:29])[cH:25][cH:26]1.[H-:18].[Na+:19]>>[Cl:1][c:2]1[c:3]2[cH:4][c:5]([C:13](=[O:14])[O:15][CH2:16][CH3:17])[n:6]([CH3:12])[c:7]2[cH:8][c:9]([O:11][c:21]2[cH:22][cH:23][c:24]([N+:27](=[O:28])[O-:29])[cH:25][cH:26]2)[cH:10]1. Starting materials: CN1N=C2C(=C1N)OC1=C2C=CC=C1 (2-methyl-2H-benzofuro[3,2-c]pyrazol-3-amine). Solvent: C(OCC)(OCC)OCC (triethyl orthoformate). Reaction conditions: time 4 hour. Product: C(C)OC=NC1=C2C(=NN1C)C1=C(O2)C=CC=C1 (N-ethoxymethylene-2-methyl-2H-benzofuro[3,2-c]pyrazol-3-amine). Isolated yield 185.0%. RXN SMILES: [CH3:1][N:2]1[C:6]([NH2:7])=[C:5]2[O:8][C:9]3[CH:14]=[CH:13][CH:12]=[CH:11][C:10]=3[C:4]2=[N:3]1>C(OCC)(OCC)OCC>[CH2:5]([O:8][CH:9]=[N:7][C:6]1[N:2]([CH3:1])[N:3]=[C:4]2[C:10]3[CH:11]=[CH:12][CH:13]=[CH:14][C:9]=3[O:8][C:5]=12)[CH3:4]. Reported procedure: A suspension of 2-methyl-2H-benzofuro[3,2-c]pyrazol-3-amine (3.8 g, 20 mmol, described in Example 6) in triethyl orthoformate (40 mL) was refluxed with stirring for 4 hr. The excess solvent was removed under vacuum and the residue was triturated with diethyl ether to give 4.5 g of N-ethoxymethylene-2-methyl-2H-benzofuro[3,2-c]pyrazol-3-amine, mp 120°-122° C., and NMR (CDCl3) δ1.4 (3H, t), 3.95 (3H, s), 4.4 (2H, q), 7.5 (4H, m) and 8.5 (1H, s). The latter compound was suspended in ethanol (100 mL... The reactants are OCCBr, C[O-], CCO, [Na+], Oc1ccc2ccccc2c1. Product: OCCOc1ccc2ccccc2c1. Reaction SMILES: [Br:12][CH2:13][CH2:14][OH:15].[CH3:16][O-:17].[CH3:19][CH2:20][OH:21].[Na+:18].[OH:1][c:2]1[cH:3][cH:4][c:5]2[cH:6][cH:7][cH:8][cH:9][c:10]2[cH:11]1>>[O:1]([c:2]1[cH:3][cH:4][c:5]2[cH:6][cH:7][cH:8][cH:9][c:10]2[cH:11]1)[CH2:13][CH2:14][OH:15].